This data is from the Open Reaction Database (ORD), a public repository of structured organic reaction records. The task is: describe an organic reaction: reactants, conditions, products, and yield Starting materials: C(C)(C)(C)OC(=O)N([C@@H]1C[C@@H](CC1)C=1C=C(C=CC1)CC(=O)O)[C@H](C)C1=CC=CC2=CC=CC=C12 ({3-[(1R,3S)-3-{(tert-Butoxycarbonyl)[(1R)-1-(naphthalen-1-yl)ethyl]amino}cyclopentyl]phenyl}acetic acid), Cl (hydrochloric acid). Run in O1CCOCC1 (1,4-dioxane), O1CCOCC1 (1,4-dioxane). Conditions: time 2 day. Yields the product Cl.C1(=CC=CC2=CC=CC=C12)[C@@H](C)N[C@@H]1C[C@@H](CC1)C=1C=C(C=CC1)CC(=O)O ({3-[(1R,3S)-3-{[(1R)-1-(Naphthalen-1-yl)ethyl]amino}cyclopentyl]phenyl}acetic acid hydrochloride). Yield: 90.0%. RXN SMILES: C(OC([N:8]([C@@H:24]([C:26]1[C:35]2[C:30](=[CH:31][CH:32]=[CH:33][CH:34]=2)[CH:29]=[CH:28][CH:27]=1)[CH3:25])[C@H:9]1[CH2:13][CH2:12][C@@H:11]([C:14]2[CH:15]=[C:16]([CH2:20][C:21]([OH:23])=[O:22])[CH:17]=[CH:18][CH:19]=2)[CH2:10]1)=O)(C)(C)C.[ClH:36]>O1CCOCC1>[ClH:36].[C:26]1([C@H:24]([NH:8][C@H:9]2[CH2:13][CH2:12][C@@H:11]([C:14]3[CH:15]=[C:16]([CH2:20][C:21]([OH:23])=[O:22])[CH:17]=[CH:18][CH:19]=3)[CH2:10]2)[CH3:25])[C:35]2[C:30](=[CH:31][CH:32]=[CH:33][CH:34]=2)[CH:29]=[CH:28][CH:27]=1 |f:3.4|. Procedure details: {3-[(1R,3S)-3-{(tert-Butoxycarbonyl)[(1R)-1-(naphthalen-1-yl)ethyl]amino}cyclopentyl]phenyl}acetic acid (417 mg, 0.88 mmol) was dissolved in 1,4-dioxane (6 mL), followed by addition of a 1,4-dioxane solution of 4N hydrochloric acid (2 mL), and the mixture was stirred for 2 days at room temperature. The reaction solvent was distilled off under reduced pressure, followed by addition of water and methylene chloride. Then, the mixture was neutralized with a 1N aqueous sodium hydroxide solution, and ...